From a dataset of the Open Reaction Database (ORD), a public repository of structured organic reaction records. describe an organic reaction: reactants, conditions, products, and yield Reactants: Nc1cncc(Br)c1, CS(=O)(=O)Cl, Cl, c1ccncc1. Product: CS(=O)(=O)Nc1cncc(Br)c1. As a reaction SMILES: [Br:1][c:2]1[cH:3][c:4]([NH2:8])[cH:5][n:6][cH:7]1.[CH3:9][S:10]([Cl:11])(=[O:12])=[O:13].[ClH:14].[cH:15]1[cH:16][cH:17][n:18][cH:19][cH:20]1>>[Br:1][c:2]1[cH:3][c:4]([NH:8][S:10]([CH3:9])(=[O:12])=[O:13])[cH:5][n:6][cH:7]1. Reactants: COC(=O)C1(C2=CC=CC=C2N(C=2C=CC=CC12)C)CCN(C)C (9-methoxycarbonyl-9-(β-dimethylaminoethyl)-10-methyl-acridane), [H-].[Al+3].[Li+].[H-].[H-].[H-] (lithium aluminum hydride). The solvent is O1CCCC1 (tetrahydrofuran), O1CCCC1 (tetrahydrofuran), O1CCCC1 (tetrahydrofuran). Conditions: time 30 minute. The product is OCC1(C2=CC=CC=C2N(C=2C=CC=CC12)C)CCN(C)C (9-hydroxymethyl-9-(β-dimethylaminoethyl)-10-methyl-acridane). Yield: 74.5%. As a reaction SMILES: [H-].[Al+3].[Li+].[H-].[H-].[H-].C[O:8][C:9]([C:11]1([CH2:26][CH2:27][N:28]([CH3:30])[CH3:29])[C:24]2[CH:23]=[CH:22][CH:21]=[CH:20][C:19]=2[N:18]([CH3:25])[C:17]2[C:12]1=[CH:13][CH:14]=[CH:15][CH:16]=2)=O>O1CCCC1>[OH:8][CH2:9][C:11]1([CH2:26][CH2:27][N:28]([CH3:29])[CH3:30])[C:24]2[CH:23]=[CH:22][CH:21]=[CH:20][C:19]=2[N:18]([CH3:25])[C:17]2[C:12]1=[CH:13][CH:14]=[CH:15][CH:16]=2 |f:0.1.2.3.4.5|. Reported procedure: 20 gm of lithium aluminum hydride were added over 15 minutes to iced 400 cc of tetrahydrofuran and then a solution of 36 gm of 9-methoxycarbonyl-9-(β-dimethylaminoethyl)-10-methyl-acridane in 400 cc of tetrahydrofuran was added thereto over 30 minutes. The mixture was refluxed for 2 hours, then refrigerated and 200 cc of tetrahydrofuran containing 20% water were added thereto at a temperature below 0°C. The mixture was filtered and the filtrate was washed with methylene chloride and distilled to... RXN SMILES: [C:1]([CH3:2])([CH3:3])([CH3:4])[O:5][C:6]([CH2:7][n:8]1[cH:9][cH:10][c:11]2[c:12]([O:17][CH2:18][CH2:19][CH2:20][c:21]3[c:22]([CH3:36])[n:23][c:24](-[c:26]4[cH:27][cH:28][c:29]([C:32]([F:33])([F:34])[F:35])[cH:30][cH:31]4)[s:25]3)[cH:13][cH:14][cH:15][c:16]12)=[O:37].[Na+:39].[OH-:38]>>[O:5]=[C:6]([CH2:7][n:8]1[cH:9][cH:10][c:11]2[c:12]([O:17][CH2:18][CH2:19][CH2:20][c:21]3[c:22]([CH3:36])[n:23][c:24](-[c:26]4[cH:27][cH:28][c:29]([C:32]([F:33])([F:34])[F:35])[cH:30][cH:31]4)[s:25]3)[cH:13][cH:14][cH:15][c:16]12)[OH:37]. The reactants are Cc1nc(-c2ccc(C(F)(F)F)cc2)sc1CCCOc1cccc2c1ccn2CC(=O)OC(C)(C)C, [Na+], [OH-]. Yields the product Cc1nc(-c2ccc(C(F)(F)F)cc2)sc1CCCOc1cccc2c1ccn2CC(=O)O.